Dataset: the Open Reaction Database (ORD), a public repository of structured organic reaction records. Task: describe an organic reaction: reactants, conditions, products, and yield Run at time 1 hour. Reactants: OCC1=CC=C(C=C1)SC1=CC=CC=C1 (1-hydroxymethyl-4-phenylthiobenzene), S(=O)(Cl)Cl (thionyl chloride). The solvent is C(Cl)Cl (methylene chloride). As a reaction SMILES: O[CH2:2][C:3]1[CH:8]=[CH:7][C:6]([S:9][C:10]2[CH:15]=[CH:14][CH:13]=[CH:12][CH:11]=2)=[CH:5][CH:4]=1.S(Cl)([Cl:18])=O>C(Cl)Cl>[Cl:18][CH2:2][C:3]1[CH:8]=[CH:7][C:6]([S:9][C:10]2[CH:15]=[CH:14][CH:13]=[CH:12][CH:11]=2)=[CH:5][CH:4]=1. Reported procedure: The 1-hydroxymethyl-4-phenylthiobenzene (3.0 g) is dissolved in methylene chloride (15 ml), and thereto is added with stirring thionyl chloride (1.5 ml) under ice cooling. The mixture is stirred for one hour, and the reaction mixture is washed with ice water (10 ml×3), and thereto is added methylene chloride (50 ml). The mixture is washed in order with 5% aqueous sodium hydrogen carbonate solution (5 ml×3) and saturated aqueous sodium chloride solution (30 ml×2), dried over anhydrous sodium sulf... Product: ClCC1=CC=C(C=C1)SC1=CC=CC=C1 (1-chloromethyl-4-phenylthiobenzene). The reactants are CC(C(=O)Cl)(C)C (trimethylacetylchloride), C(C1=CC=CC=C1)(=O)OC[C@@H]1O[C@H](CS1)O (TRANS 2-BENZOYLOXYMETHYL-5-HYDROXY-1,3-OXATHIOLANE). Run in ClCCl (dichloromethane), N1=CC=CC=C1 (pyridine). Yields the product C(C1=CC=CC=C1)(=O)OC[C@@H]1O[C@H](CS1)OC(C(C)(C)C)=O (TRANS 2-BENZOYLOXYMETHYL-5-TRIMETHYLACETOXY-1,3-OXATHIOLANE). The yield is 61.8%. RXN SMILES: [C:1]([O:9][CH2:10][C@H:11]1[S:15][CH2:14][C@H:13]([OH:16])[O:12]1)(=[O:8])[C:2]1[CH:7]=[CH:6][CH:5]=[CH:4][CH:3]=1.[CH3:17][C:18]([CH3:23])([CH3:22])[C:19](Cl)=[O:20]>ClCCl.N1C=CC=CC=1>[C:1]([O:9][CH2:10][C@H:11]1[S:15][CH2:14][C@H:13]([O:16][C:19](=[O:20])[C:18]([CH3:23])([CH3:22])[CH3:17])[O:12]1)(=[O:8])[C:2]1[CH:7]=[CH:6][CH:5]=[CH:4][CH:3]=1. Procedure: A mixture of cis and trans 2-benzoyloxymethyl-5-hydroxy-1,3-oxathiolane (8.9 g, 39.6 mmol) (as prepared in example 1) was reacted with 14.6 mL (118.8 mmol) of trimethylacetylchloride in dichloromethane (35 mL) and pyridine (9.6 mL) as described in example 2 to yield 7.94 g of the desired compound in 1:1 ratio. Reactants: C=CC(C)(O)CCC=C(C)C, CN1CCCC1=O, CC(C)c1cc(C(=O)CCl)cc(C(C)C)c1O, Cl, [K+], [OH-]. The product is C=CC(C)(CCC=C(C)C)OCC(=O)c1cc(C(C)C)c(O)c(C(C)C)c1. Reaction SMILES: [CH3:1][C:2]([CH:3]=[CH2:4])([CH2:5][CH2:6][CH:7]=[C:8]([CH3:9])[CH3:10])[OH:11].[CH3:32][N:33]1[CH2:34][CH2:35][CH2:36][C:37]1=[O:38].[Cl:14][CH2:15][C:16](=[O:17])[c:18]1[cH:19][c:20]([CH:28]([CH3:29])[CH3:30])[c:21]([OH:27])[c:22]([CH:24]([CH3:25])[CH3:26])[cH:23]1.[ClH:31].[K+:13].[OH-:12]>>[CH3:1][C:2]([CH:3]=[CH2:4])([CH2:5][CH2:6][CH:7]=[C:8]([CH3:9])[CH3:10])[O:11][CH2:15][C:16](=[O:17])[c:18]1[cH:19][c:20]([CH:28]([CH3:29])[CH3:30])[c:21]([OH:27])[c:22]([CH:24]([CH3:25])[CH3:26])[cH:23]1. Starting materials: C[Sn](C)(C)Cl (trimethyltin chloride), [Na] (sodium), BrC1=CC=C(C=C1)C1=CC=CC=C1 (4-bromobiphenyl), C[Sn](C)C (trimethyltin), II (iodine). Solvent: COCCOC (DME), COCCOC (DME), CCOC(=O)C (EtOAc), COCCOC (DME), hexanes. Reaction conditions: temperature 0 celsius. Yields the product IC1=CC=C(C=C1)C1=CC=CC=C1 (4-Iodobiphenyl). The yield is 86.5%. RXN SMILES: C[Sn](Cl)(C)C.[Na].Br[C:8]1[CH:13]=[CH:12][C:11]([C:14]2[CH:19]=[CH:18][CH:17]=[CH:16][CH:15]=2)=[CH:10][CH:9]=1.C[Sn](C)C.[I:24]I>COCCOC.CCOC(C)=O>[I:24][C:8]1[CH:13]=[CH:12][C:11]([C:14]2[CH:19]=[CH:18][CH:17]=[CH:16][CH:15]=2)=[CH:10][CH:9]=1 |^1:5,20|. Reported procedure: A solution of trimethyltin chloride (5.5 g, 27.60 mmoles) in 5 mL of DME was added to a stirred suspension of small cubes of metallic sodium (1.9 g, 82.64 mg atom) in 15 mL of DME under an argon stream in an ice bath. When the addition was complete, the mixture was stirred and chilled in an ice bath for 2 hrs. (the color changed to green). The mixture was cannulated into another dry and under argon round bottom flask to remove excess sodium and cooled to 0° C. A solution of 4-bromobiphenyl (5.4 ... Reactants: [BH4-], CCOc1cc(N2CCN(C(C)C)CC2)ccc1[N+](=O)[O-], C1CCOC1, CO, [Na+], Cl[Ni]Cl, O, O, O, O, O, O. Reaction SMILES: [BH4-:22].[CH2:1]([CH3:2])[O:3][c:4]1[cH:5][c:6]([N:13]2[CH2:14][CH2:15][N:16]([CH:19]([CH3:20])[CH3:21])[CH2:17][CH2:18]2)[cH:7][cH:8][c:9]1[N+:10]([O-:11])=[O:12].[CH2:35]1[O:36][CH2:37][CH2:38][CH2:39]1.[CH3:33][OH:34].[Na+:23].[Ni:30]([Cl:31])[Cl:32].[OH2:24].[OH2:25].[OH2:26].[OH2:27].[OH2:28].[OH2:29]>>[CH2:1]([CH3:2])[O:3][c:4]1[cH:5][c:6]([N:13]2[CH2:14][CH2:15][N:16]([CH:19]([CH3:20])[CH3:21])[CH2:17][CH2:18]2)[cH:7][cH:8][c:9]1[NH2:10]. Product: CCOc1cc(N2CCN(C(C)C)CC2)ccc1N. The reactants are FC=1C(=C2C=C(NC2=CC1)C(=O)OCC)C(F)(F)F (ethyl 5-fluoro-4-trifluoromethylindole-2-carboxylate), [OH-].[Na+] (sodium hydroxide). The solvent is C(C)O (ethanol). Run at time 1 hour. Product: FC=1C(=C2C=C(NC2=CC1)C(=O)O)C(F)(F)F (5-fluoro-4-trifluoromethylindole-2-carboxylic acid). Yield: 58.2%. Reaction SMILES: [F:1][C:2]1[C:3]([C:16]([F:19])([F:18])[F:17])=[C:4]2[C:8](=[CH:9][CH:10]=1)[NH:7][C:6]([C:11]([O:13]CC)=[O:12])=[CH:5]2.[OH-].[Na+]>C(O)C>[F:1][C:2]1[C:3]([C:16]([F:18])([F:17])[F:19])=[C:4]2[C:8](=[CH:9][CH:10]=1)[NH:7][C:6]([C:11]([OH:13])=[O:12])=[CH:5]2 |f:1.2|. Reported procedure: A solution of 2.24 g of ethyl 5-fluoro-4-trifluoromethylindole-2-carboxylate in 80 ml of ethanol was treated with 40 ml of 2N sodium hydroxide solution and stirred at room temperature for 1 hour. The alcohol was evaporated and the solution was adjusted to pH 1 with 2N hydrochloric acid. The separated crystals were isolated, washed with water and dried. There were obtained 1.17 g (85%) of 5-fluoro-4-trifluoromethylindole-2-carboxylic acid as beige crystals with m.p. 204°-210°.